From a dataset of the Open Reaction Database (ORD), a public repository of structured organic reaction records. describe an organic reaction: reactants, conditions, products, and yield Starting materials: N1(C=NC=C1)CC1=C(N=C2N1C=C(C=C2)C)C2=CC=C(C=C2)C (3-((1H-imidazol-1-yl)methyl)-6-methyl-2-p-tolylimidazo[1,2-a]pyridine), Cl.ClCC1=C(N=C2N1C=C(C=C2)C)C2=CC=C(C=C2)C (3-(chloromethyl)-6-methyl-2-p-tolylimidazo[1,2-a]pyridine hydrochloride), N1N=CN=C1C(=O)OC (methyl 1H-1,2,4-triazole-5-carboxylate). Yields the product COC(=O)C1=NN(C=N1)CC1=C(N=C2N1C=C(C=C2)C)C2=CC=C(C=C2)C (1-(6-Methyl-2-p-tolyl-imidazo[1,2-a]pyridin-3-ylmethyl)-1H-[1,2,4]triazole-3-carboxylic acid methyl ester). Reaction SMILES: N1(CC2N3C=C(C)C=CC3=NC=2C2C=CC(C)=CC=2)C=CN=C1.Cl.Cl[CH2:26][C:27]1[N:31]2[CH:32]=[C:33]([CH3:36])[CH:34]=[CH:35][C:30]2=[N:29][C:28]=1[C:37]1[CH:42]=[CH:41][C:40]([CH3:43])=[CH:39][CH:38]=1.[NH:44]1[C:48]([C:49]([O:51][CH3:52])=[O:50])=[N:47][CH:46]=[N:45]1>>[CH3:52][O:51][C:49]([C:48]1[N:47]=[CH:46][N:45]([CH2:26][C:27]2[N:31]3[CH:32]=[C:33]([CH3:36])[CH:34]=[CH:35][C:30]3=[N:29][C:28]=2[C:37]2[CH:42]=[CH:41][C:40]([CH3:43])=[CH:39][CH:38]=2)[N:44]=1)=[O:50] |f:1.2|. Reported procedure: The title compound was prepared according to Method A and the experimentals described for compound 1 from 3-(chloromethyl)-6-methyl-2-p-tolylimidazo[1,2-a]pyridine hydrochloride and methyl 1H-1,2,4-triazole-5-carboxylate. The two isomers were separated by silica gel chromatography eluted with 20% acetone to flash out the less polar spot and 50% acetone to flash out the second spot (more polar spot). Compound 10: m/e+ 362 for C20H20N5O2 [M+H]+; 1H-NMR (400 MHz, CDCl3) δ 7.95 (s, 2H), 7.65 (d, J=8... The reactants are 8(iii), 8(vi), COC([C@H]1N(CC(C1)=CC1=CC=CC=C1)C(=O)OCC1=CC=CC=C1)=O ((S)-1-benzyloxycarbonyl-4-benzylideneproline methyl ester), 8(iv), 8(v), COC([C@H]1N(CC(C1)=C)C(=O)OCC1=CC=CC=C1)=O ((S)-1-benzyloxycarbonyl-4-methylideneproline methyl ester). Product: C(C1=CC=CC=C1)[C@H]1C[C@H]2CC(CCN2C1)=O ((2S,8aS)-2-Benzyl-1,2,3,5,6,7,8,8a-octahydroindolizin-7-one). Isolated yield 4.0%. As a reaction SMILES: CO[C:3](=O)[C@@H:4]1[CH2:8][C:7](=[CH:9][C:10]2[CH:15]=[CH:14][CH:13]=[CH:12][CH:11]=2)[CH2:6][N:5]1[C:16](OCC1C=CC=CC=1)=O.C[O:28][C:29](=O)[C@@H:30]1CC(=C)CN1C(OCC1C=CC=CC=1)=O>>[CH2:9]([C@@H:7]1[CH2:6][N:5]2[C@H:4]([CH2:3][C:29](=[O:28])[CH2:30][CH2:16]2)[CH2:8]1)[C:10]1[CH:11]=[CH:12][CH:13]=[CH:14][CH:15]=1. Reported procedure: In a similar manner to the procedures described in Preparative Examples 8(ii)′, 8(iii)′, 8(iv)′, 8(v)′ and 8(vi)′ above, reactions were conducted in turn, using (S)-1-benzyloxycarbonyl-4-benzylideneproline methyl ester [prepared as described in Preparative Example 26′ above] instead of (S)-1-benzyloxycarbonyl-4-methylideneproline methyl ester, to give the title compound as a brown oil (yield: 4%). The reactants are CC(C)=C (isobutylene), C([O-])([O-])=O.[Na+].[Na+] (sodium carbonate), CC(C)=C (isobutylene), ClS(=O)(=O)N=C=O (chlorosulfonyl isocyanate). The solvent is CCOCC (ether), C(C)OCC (Ethyl ether). Reaction conditions: time 30 minute. The product is ClS(=O)(=O)N1C(CC1(C)C)=O (N-Chlorosulfonyl-4,4-dimethylazetidin-2-one). Isolated yield 53.0%. RXN SMILES: [CH3:1][C:2](=[CH2:4])[CH3:3].[Cl:5][S:6]([N:9]=[C:10]=[O:11])(=[O:8])=[O:7].C(=O)([O-])[O-].[Na+].[Na+]>CCOCC>[Cl:5][S:6]([N:9]1[C:2]([CH3:3])([CH3:1])[CH2:4][C:10]1=[O:11])(=[O:8])=[O:7] |f:2.3.4|. Procedure details: To a 3-neck 12 L flask equipped with an overhead stirrer, a 250 mL addition funnel topped with a nitrogen inlet and a rubber septum to allow a temperature probe and isobutylene needle was charged 450 mL of isobutylene. The flask was cooled in a dry ice-acetone bath. Ethyl ether (450 mL) was added and the resulting solution at -60° C. was treated with 210 mL (2.41 mol) of chlorosulfonyl isocyanate over 5 minutes at a rate so as to maintain the internal temperature below -50° C. The mixture was st... The reactants are C1(CCCCC1)N=C=NC1CCCCC1 (dicyclohexylcarbodiimide), C1(=CC=CC=C1)COC1=CC(=NC=C1OCC1=CC=CC=C1)C(=O)O (4,5-bis(phenylmethoxy)-2-pyridinecarboxylic acid), OC1=CC=CC=2NN=NC21 (hydroxybenzotriazole), NN1C(C(NCC1)=O)=O (N-aminopiperazine-2,3-dione). The solvent is CN(C=O)C (dimethylformamide). Product: O=C1N(CCNC1=O)NC(=O)C1=NC=C(C(=C1)OCC1=CC=CC=C1)OCC1=CC=CC=C1 (N-(2,3-Dioxo-1-piperazinyl)-4,5-bis(phenylmethoxy)-2-pyridinecarboxamide). Yield: 82.1%. Reaction SMILES: [C:1]1([CH2:7][O:8][C:9]2[C:14]([O:15][CH2:16][C:17]3[CH:22]=[CH:21][CH:20]=[CH:19][CH:18]=3)=[CH:13][N:12]=[C:11]([C:23]([OH:25])=O)[CH:10]=2)[CH:6]=[CH:5][CH:4]=[CH:3][CH:2]=1.OC1C2N=NNC=2C=CC=1.[NH2:36][N:37]1[CH2:42][CH2:41][NH:40][C:39](=[O:43])[C:38]1=[O:44].C1(N=C=NC2CCCCC2)CCCCC1>CN(C)C=O>[O:44]=[C:38]1[C:39](=[O:43])[NH:40][CH2:41][CH2:42][N:37]1[NH:36][C:23]([C:11]1[CH:10]=[C:9]([O:8][CH2:7][C:1]2[CH:2]=[CH:3][CH:4]=[CH:5][CH:6]=2)[C:14]([O:15][CH2:16][C:17]2[CH:22]=[CH:21][CH:20]=[CH:19][CH:18]=2)=[CH:13][N:12]=1)=[O:25]. Procedure: To a suspension of 4,5-bis(phenylmethoxy)-2-pyridinecarboxylic acid (7.1 g, 21.17 mmol), hydroxybenzotriazole (0.29 g, 2.12 mmol) and N-aminopiperazine-2,3-dione (2.73 g, 21.17 mmol) in 140 ml of dry dimethylformamide was added, after 15 minutes of stirring, 4.80 g (23.3 mmol) of dicyclohexylcarbodiimide. After stirring for 21 hours at room temperature, dicyclohexylurea was filtered off (4.0 g ) and the solvent was evaporated in vacuo. The solid residue was triturated for 40 minutes with 240 ml ... Starting materials: CN(C)CCCNC(=O)c1cc(NC(=O)c2cc([N+](=O)[O-])cn2C)cn1C, CO. Product: CN(C)CCCNC(=O)c1cc(NC(=O)c2cc(N)cn2C)cn1C. RXN SMILES: [CH3:1][n:2]1[c:3]([C:19](=[O:20])[NH:21][CH2:22][CH2:23][CH2:24][N:25]([CH3:26])[CH3:27])[cH:4][c:5]([NH:7][C:8](=[O:9])[c:10]2[n:11]([CH3:18])[cH:12][c:13]([N+:15]([O-:16])=[O:17])[cH:14]2)[cH:6]1.[CH3:28][OH:29]>>[CH3:1][n:2]1[c:3]([C:19](=[O:20])[NH:21][CH2:22][CH2:23][CH2:24][N:25]([CH3:26])[CH3:27])[cH:4][c:5]([NH:7][C:8](=[O:9])[c:10]2[n:11]([CH3:18])[cH:12][c:13]([NH2:15])[cH:14]2)[cH:6]1. Starting materials: CC#N, O=C1CCC(=O)N1Cl, Nc1ccc2c(c1)N(C1CCN(CCc3ccc(F)cc3)CC1)CC2. Product: Nc1cc2c(cc1Cl)CCN2C1CCN(CCc2ccc(F)cc2)CC1. Reaction SMILES: [CH3:34][C:35]#[N:36].[Cl:1][N:2]1[C:3](=[O:4])[CH2:5][CH2:6][C:7]1=[O:8].[F:9][c:10]1[cH:11][cH:12][c:13]([CH2:14][CH2:15][N:16]2[CH2:17][CH2:18][CH:19]([N:22]3[CH2:23][CH2:24][c:25]4[cH:26][cH:27][c:28]([NH2:31])[cH:29][c:30]43)[CH2:20][CH2:21]2)[cH:32][cH:33]1>>[Cl:1][c:27]1[cH:26][c:25]2[c:30]([cH:29][c:28]1[NH2:31])[N:22]([CH:19]1[CH2:18][CH2:17][N:16]([CH2:15][CH2:14][c:13]3[cH:12][cH:11][c:10]([F:9])[cH:33][cH:32]3)[CH2:21][CH2:20]1)[CH2:23][CH2:24]2. The reactants are Cc1cc(CC(NC(=O)OC(C)(C)C)c2ncc[nH]2)cc2cn(COCC[Si](C)(C)C)nc12, N#Cc1cccc(CBr)c1, O=C([O-])[O-], CN(C)C=O, [K+], [K+]. Product: Cc1cc(CC(NC(=O)OC(C)(C)C)c2nccn2Cc2cccc(C#N)c2)cc2cn(COCC[Si](C)(C)C)nc12. Reaction SMILES: [C:1]([CH3:2])([CH3:3])([CH3:4])[O:5][C:6]([NH:7][CH:8]([CH2:9][c:10]1[cH:11][c:12]2[cH:13][n:14]([CH2:20][O:21][CH2:22][CH2:23][Si:24]([CH3:25])([CH3:26])[CH3:27])[n:15][c:16]2[c:17]([CH3:19])[cH:18]1)[c:28]1[nH:29][cH:30][cH:31][n:32]1)=[O:33].[C:34](#[N:35])[c:36]1[cH:37][c:38]([CH2:39][Br:40])[cH:41][cH:42][cH:43]1.[C:44](=[O:45])([O-:46])[O-:47].[CH3:50][N:51]([CH3:52])[CH:53]=[O:54].[K+:48].[K+:49]>>[C:1]([CH3:2])([CH3:3])([CH3:4])[O:5][C:6]([NH:7][CH:8]([CH2:9][c:10]1[cH:11][c:12]2[cH:13][n:14]([CH2:20][O:21][CH2:22][CH2:23][Si:24]([CH3:25])([CH3:26])[CH3:27])[n:15][c:16]2[c:17]([CH3:19])[cH:18]1)[c:28]1[n:29][cH:30][cH:31][n:32]1[CH2:39][c:38]1[cH:37][c:36]([C:34]#[N:35])[cH:43][cH:42][cH:41]1)=[O:33].